From a dataset of the Open Reaction Database (ORD), a public repository of structured organic reaction records. describe an organic reaction: reactants, conditions, products, and yield The reactants are CC=1NC(=C(C(C1C(=O)OC)C1=CC=CC=C1)C(=O)OC)C (dimethyl 2,6-dimethyl-4-phenyl-1,4-dihydropyridine-3,5-dicarboxylate), N1=CC=CC=C1 (pyridine), pyridinium bromide perbromide. Run in C(C)O (ethanol), C(Cl)(Cl)Cl (chloroform). Run at temperature 0 celsius, time 45 minute. The product is CC1=C(C(C2=C(N1)COC2=O)C2=CC=CC=C2)C(=O)OC (methyl 2-methyl-4-phenyl-5-oxo-1,4,5,7-tetrahydrofuro[3,4-b]-pyridine-3-carboxylate). The yield is 62.8%. RXN SMILES: C1C=C[NH+]=CC=1.Br[Br-]Br.[CH3:10][C:11]1[NH:12][C:13](C)=[C:14]([C:27]([O:29][CH3:30])=[O:28])[CH:15]([C:21]2[CH:26]=[CH:25][CH:24]=[CH:23][CH:22]=2)[C:16]=1[C:17]([O:19][CH3:20])=[O:18].N1C=CC=CC=1>C(O)C.C(Cl)(Cl)Cl>[CH3:10][C:11]1[NH:12][C:13]2[CH2:30][O:29][C:27](=[O:28])[C:14]=2[CH:15]([C:21]2[CH:26]=[CH:25][CH:24]=[CH:23][CH:22]=2)[C:16]=1[C:17]([O:19][CH3:20])=[O:18] |f:0.1|. Procedure: 1.58 grams of 80 percent pyridinium bromide perbromide (3.95 millimoles) was added in one portion to a cooled to 0° C. solution of 1.00 gram (3.32 millimoles) of dimethyl 2,6-dimethyl-4-phenyl-1,4-dihydropyridine-3,5-dicarboxylate and 0.4 milliliter of pyridine in 20 milliliters of dry ethanol-free chloroform. The resulting mixture was stirred for 45 minutes at 0° C. and then heated at reflux temperature for 1.3 hous. Thereafter, the mixture was cooled to room temperature, diluted with chlorofor... Product: CC=1C=C(C=CC1C)NC(NC1=CC=C(C=C1)C=1N=C(SC1)C(=O)NC(C(=O)OC)C(C)C)=O (Methyl 2-(4-(4-(3-(3,4-dimethylphenyl)ureido)phenyl)thiazole-2-carboxamido)-3-methylbutanoate). Procedure details: The title compound was synthesized analogous to Example 23, using 4-isocyanato-1,2-dimethylbenzene and intermediate 3. Yield: 75%; 1H NMR (DMSO-d6, 300 MHz): δ 8.80 (s, 2H), 8.51 (s, 1H), 8.30 (s, 1H), 8.03 (d, 2H), 7.57 (d, 2H), 7.24 (s, 1H), 7.19 (d, 1H), 7.07 (d, 1H), 4.39 (t, 1H), 3.70 (s, 3H), 2.31 (m, 1H), 2.19 (s, 3H), 2.16 (s, 3H), 0.97 (t, 6H). RXN SMILES: [N:1]([C:4]1[CH:9]=[CH:8][C:7]([CH3:10])=[C:6]([CH3:11])[CH:5]=1)=[C:2]=[O:3].[CH3:12][CH:13]([CH3:36])[CH:14]([NH:19][C:20]([C:22]1[S:23][CH:24]=[C:25]([C:27]2[CH:32]=[CH:31][C:30]([N+:33]([O-])=O)=[CH:29][CH:28]=2)[N:26]=1)=[O:21])[C:15]([O:17][CH3:18])=[O:16]>>[CH3:11][C:6]1[CH:5]=[C:4]([NH:1][C:2](=[O:3])[NH:33][C:30]2[CH:31]=[CH:32][C:27]([C:25]3[N:26]=[C:22]([C:20]([NH:19][CH:14]([CH:13]([CH3:36])[CH3:12])[C:15]([O:17][CH3:18])=[O:16])=[O:21])[S:23][CH:24]=3)=[CH:28][CH:29]=2)[CH:9]=[CH:8][C:7]=1[CH3:10]. The yield is 75.0%. The reactants are N(=C=O)C1=CC(=C(C=C1)C)C (4-isocyanato-1,2-dimethylbenzene), CC(C(C(=O)OC)NC(=O)C=1SC=C(N1)C1=CC=C(C=C1)[N+](=O)[O-])C (Methyl 3-methyl-2-(4-(4-nitrophenyl)thiazole-2-carboxamido)butanoate). Reactants: C1CCOC1, NCC1CC1, COc1cc2nccc(Oc3ccc4[nH]c(C(=O)Oc5c(F)c(F)c(F)c(F)c5F)cc4c3)c2cc1OC. The product is COc1cc2nccc(Oc3ccc4[nH]c(C(=O)NCC5CC5)cc4c3)c2cc1OC. RXN SMILES: [CH2:44]1[O:45][CH2:46][CH2:47][CH2:48]1.[CH:39]1([CH2:42][NH2:43])[CH2:40][CH2:41]1.[F:1][c:2]1[c:3]([O:4][C:9](=[O:10])[c:11]2[nH:12][c:13]3[cH:14][cH:15][c:16]([O:20][c:21]4[cH:22][cH:23][n:24][c:25]5[cH:26][c:27]([O:33][CH3:34])[c:28]([O:31][CH3:32])[cH:29][c:30]45)[cH:17][c:18]3[cH:19]2)[c:5]([F:6])[c:7]([F:8])[c:35]([F:36])[c:37]1[F:38]>>[C:9](=[O:10])([c:11]1[nH:12][c:13]2[cH:14][cH:15][c:16]([O:20][c:21]3[cH:22][cH:23][n:24][c:25]4[cH:26][c:27]([O:33][CH3:34])[c:28]([O:31][CH3:32])[cH:29][c:30]34)[cH:17][c:18]2[cH:19]1)[NH:43][CH2:42][CH:39]1[CH2:40][CH2:41]1. The reactants are [Cl-].C(C)OC(=O)C=1N=C(SC1)C1CC[NH2+]CC1 (4-[4-(Ethoxycarbonyl)-1,3-thiazol-2-yl]piperidinium chloride), CC1=NN(C(=C1)C)C(C(=O)O)(C)C (2-(3,5-dimethyl-1H-pyrazol-1-yl)-2-methylpropanoic acid). Product: CC1=NN(C(=C1)C)C(C(=O)N1CCC(CC1)C=1SC=C(N1)C(=O)OCC)(C)C (Ethyl 2-{1-[2-(3,5-dimethyl-1H-pyrazol-1-yl)-2-methylpropanoyl]piperidin-4-yl}-1,3-thiazole-4-carboxylate). As a reaction SMILES: [Cl-].[CH2:2]([O:4][C:5]([C:7]1[N:8]=[C:9]([CH:12]2[CH2:17][CH2:16][NH2+:15][CH2:14][CH2:13]2)[S:10][CH:11]=1)=[O:6])[CH3:3].[CH3:18][C:19]1[CH:23]=[C:22]([CH3:24])[N:21]([C:25]([CH3:30])([CH3:29])[C:26](O)=[O:27])[N:20]=1>>[CH3:18][C:19]1[CH:23]=[C:22]([CH3:24])[N:21]([C:25]([CH3:30])([CH3:29])[C:26]([N:15]2[CH2:16][CH2:17][CH:12]([C:9]3[S:10][CH:11]=[C:7]([C:5]([O:4][CH2:2][CH3:3])=[O:6])[N:8]=3)[CH2:13][CH2:14]2)=[O:27])[N:20]=1 |f:0.1|. Reported procedure: 4-[4-(Ethoxycarbonyl)-1,3-thiazol-2-yl]piperidinium chloride (VI-1, 8.23 g) is reacted analogously to Example IV-1 with 2-(3,5-dimethyl-1H-pyrazol-1-yl)-2-methylpropanoic acid (5.42 g). This gives, after chromatographic purification, ethyl 2-{1-[2-(3,5-dimethyl-1H-pyrazol-1-yl)-2-methylpropanoyl]piperidin-4-yl}-1,3-thiazole-4-carboxylate (9.64 g, 80%) Reactants: CC(=CC(=O)O[C@H]1C[C@@](O[C@@H](C1)CCCC=C)([C@H]1N(C(SC1)=O)CC1=CC=C(C=C1)OC)OC)C ((2R,4R,6R)-2-methoxy-2-((R)-3-(4-methoxybenzyl)-2-oxothiazolidin-4-yl)-6-(pent-4-enyl)-tetrahydro-2H-pyran-4-yl 3-methylbut-2-enoate), CO[C@]1(O[C@@H]2CCC\C=C/CC\C(=C/C(O[C@@H](C1)C2)=O)\C)[C@H]2N(C(SC2)=O)CC2=CC=C(C=C2)OC ((R)-4-((1R,4Z,8Z,13R,15R)-15-methoxy-5-methyl-3-oxo-2,14-dioxa-bicyclo[11.3.1]heptadeca-4,8-dien-15-yl)-3-(4-methoxybenzyl)thiazolidin-2-one). The product is CC(=CC(=O)O[C@H]1C[C@@](O[C@@H](C1)CCCC=C)([C@H]1NC(SC1)=O)O)C ((2R,4R,6R)-2-Hydroxy-2-((R)-2-oxothiazolidin-4-yl)-6-(pent-4-enyl)-tetrahydro-2H-pyran-4-yl 3-Methylbut-2-enoate). As a reaction SMILES: [CH3:1][C:2]([CH3:35])=[CH:3][C:4]([O:6][C@@H:7]1[CH2:12][C@@H:11]([CH2:13][CH2:14][CH2:15][CH:16]=[CH2:17])[O:10][C@@:9]([O:33]C)([C@@H:18]2[CH2:22][S:21][C:20](=[O:23])[N:19]2CC2C=CC(OC)=CC=2)[CH2:8]1)=[O:5].CO[C@]1([C@@H]2CSC(=O)N2CC2C=CC(OC)=CC=2)C[C@H]2C[C@@H](CCCC=CCCC(C)=CC(=O)O2)O1>>[CH3:1][C:2]([CH3:35])=[CH:3][C:4]([O:6][C@@H:7]1[CH2:12][C@@H:11]([CH2:13][CH2:14][CH2:15][CH:16]=[CH2:17])[O:10][C@@:9]([OH:33])([C@@H:18]2[CH2:22][S:21][C:20](=[O:23])[NH:19]2)[CH2:8]1)=[O:5]. Procedure: Application of the method shown in Example 46, with the modification that (2R,4R,6R)-2-methoxy-2-((R)-3-(4-methoxybenzyl)-2-oxothiazolidin-4-yl)-6-(pent-4-enyl)-tetrahydro-2H-pyran-4-yl 3-methylbut-2-enoate is substituted for (R)-4-((1R,4Z,8Z,13R,15R)-15-methoxy-5-methyl-3-oxo-2,14-dioxa-bicyclo[11.3.1]heptadeca-4,8-dien-15-yl)-3-(4-methoxybenzyl)thiazolidin-2-one, affords the title compound. The reactants are CN(C(C(=S)OCC)=CC=C(C(=O)OCC)C1=CC=CC=C1)C (diethyl 2-dimethylamino-5-phenylthio-2,4-hexadienedioate), CC[O-].[Na+] (sodium ethylate), C(C)(C)SCC(=O)OCC (ethyl (isopropylthio)acetate), F[B-](F)(F)F.CN(C(=CC=[N+](C)C)C(=O)OCC)C (N-(3-dimethylamino-3-ethoxycarbonylpropenylidene)-N-methylmethanaminium tetrafluoroborate), ethanolic solution. Run in C(C)O (ethanol). Yields the product CN(C(C(=S)OCC)=CC=C(C(=O)OCC)C(C)C)C (Diethyl 2-dimethylamino-5-isopropylthio-2,4-hexadienedioate). Reaction SMILES: [CH3:1][N:2]([CH3:23])[C:3](=[CH:9][CH:10]=[C:11]([C:17]1[CH:22]=CC=C[CH:18]=1)[C:12]([O:14][CH2:15][CH3:16])=[O:13])[C:4]([O:6][CH2:7][CH3:8])=[S:5].F[B-](F)(F)F.CN(C)C(C(OCC)=O)=CC=[N+](C)C.CC[O-].[Na+].C(SCC(OCC)=O)(C)C>C(O)C>[CH3:23][N:2]([CH3:1])[C:3](=[CH:9][CH:10]=[C:11]([CH:17]([CH3:18])[CH3:22])[C:12]([O:14][CH2:15][CH3:16])=[O:13])[C:4]([O:6][CH2:7][CH3:8])=[S:5] |f:1.2,3.4|. Procedure details: The procedurre is as in Example 2 for the preparation of diethyl 2-dimethylamino-5-phenylthio-2,4-hexadienedioate, starting with N-(3-dimethylamino-3-ethoxycarbonylpropenylidene)-N-methylmethanaminium tetrafluoroborate (10 g), a 2M ethanolic solution of sodium ethylate (17.5 cc) and ethyl (isopropylthio)acetate (5.7 g) in ethanol (57 cc). Diethyl 2-dimethylamino-5-isopropylthio-2,4-hexadienedioate (9.8 g) is thereby obtained in the form of an orange-coloured oil, and is used in the crude state i...